Dataset: the Open Reaction Database (ORD), a public repository of structured organic reaction records. Task: describe an organic reaction: reactants, conditions, products, and yield Reactants: C1=CC(=CC=C1C[C@@H](C(=O)O)N)N(CCCl)CCCl.Cl (Melphalan HCl), [Al] (aluminum), Cl (HCl), C(C(C)[*:2])[*:1] (polypropylene). Solvent: O (water). Product: C1=CC(=CC=C1C[C@@H](C(=O)O)N)N(CCCl)CCCl (Melphalan). The yield is 90.0%. RXN SMILES: [CH:1]1[C:6]([CH2:7][C@H:8]([NH2:12])[C:9]([OH:11])=[O:10])=[CH:5][CH:4]=[C:3]([N:13]([CH2:17][CH2:18][Cl:19])[CH2:14][CH2:15][Cl:16])[CH:2]=1.Cl.Cl.[Al]>O>[CH:1]1[C:6]([CH2:7][C@H:8]([NH2:12])[C:9]([OH:11])=[O:10])=[CH:5][CH:4]=[C:3]([N:13]([CH2:14][CH2:15][Cl:16])[CH2:17][CH2:18][Cl:19])[CH:2]=1 |f:0.1|. Procedure: Place 100˜500 g of Melphalan HCl (IM1036) into a flask. Add 4N HCl until most of the solids are dissolved while stirring. Stir the mixture for more than 10 mins. Filter the mixture with a Millipor® all-glass 47 mm microfiltration assembly with nylon membrane. Rinse the solid with 4N HCl; combine the filtrate and wash to give a clear pale-yellow solution. Transfer the solution into several vacuum flasks. Swirl the vacuum flasks gently in a dry-ice/acetone bath. The cooling process will take more ... Reactants: FC(C(=O)O)(F)F (trifluoroacetic acid), FC(S(=O)(=O)O)(F)F (trifluoromethanesulfonic acid), COC1=CC=C(CS[C@H]2C[C@H](N(C2)C)C(=O)N2CCN(CC2)C)C=C1 ((2S,4S)-4-(4-methoxybenzylthio)-2-(4-methyl-1-piperazinylcarbonyl)-1-methylpyrrolidine). The solvent is C1(=CC=CC=C1)OC (anisole). Conditions: time 1 hour. Yields the product FC(S(=O)(=O)O)(F)F.FC(S(=O)(=O)O)(F)F.S[C@H]1C[C@H](N(C1)C)C(=O)N1CCN(CC1)C ((2S,4S)-4-Mercapto-2-(4-methyl-1-piperazinylcarbonyl)-1-methylpyrrolidine bis(trifluoromethanesulfonate)). Reaction SMILES: FC(F)(F)C(O)=O.[F:8][C:9]([F:15])([F:14])[S:10]([OH:13])(=[O:12])=[O:11].COC1C=CC(C[S:23][C@@H:24]2[CH2:28][N:27]([CH3:29])[C@H:26]([C:30]([N:32]3[CH2:37][CH2:36][N:35]([CH3:38])[CH2:34][CH2:33]3)=[O:31])[CH2:25]2)=CC=1>C1(OC)C=CC=CC=1>[F:8][C:9]([F:15])([F:14])[S:10]([OH:13])(=[O:12])=[O:11].[F:8][C:9]([F:15])([F:14])[S:10]([OH:13])(=[O:12])=[O:11].[SH:23][C@@H:24]1[CH2:28][N:27]([CH3:29])[C@H:26]([C:30]([N:32]2[CH2:33][CH2:34][N:35]([CH3:38])[CH2:36][CH2:37]2)=[O:31])[CH2:25]1 |f:4.5.6|. Procedure details: 10 ml of trifluoroacetic acid, followed by 510 liters of trifluoromethanesulfonic acid were added, whilst ice-cooling, to a solution of 1050 mg of (2S,4S)-4-(4-methoxybenzylthio)-2-(4-methyl-1-piperazinylcarbonyl)-1-methylpyrrolidine [prepared as described in step (i) above] in 3 ml of anisole, and the resulting mixture was stirred at room temperature for 1 hour. At the end of this time, the reaction mixture was concentrated by evaporation under reduced pressure, and the residue was triturated w... Reactants: CCOC(C)=O, COc1ccc(-n2nc(C#N)cc2C(=O)Cc2ccc(-n3ccccc3=O)cc2F)cc1, O, O=S(=O)(O)O. Yields the product COc1ccc(-n2nc(C(N)=O)cc2C(=O)Cc2ccc(-n3ccccc3=O)cc2F)cc1. RXN SMILES: [CH3:38][CH2:39][O:40][C:41](=[O:42])[CH3:43].[F:1][c:2]1[c:3]([CH2:15][C:16](=[O:17])[c:18]2[cH:19][c:20]([C:31]#[N:32])[n:21][n:22]2-[c:23]2[cH:24][cH:25][c:26]([O:29][CH3:30])[cH:27][cH:28]2)[cH:4][cH:5][c:6](-[n:8]2[c:9](=[O:14])[cH:10][cH:11][cH:12][cH:13]2)[cH:7]1.[OH2:44].[S:33](=[O:34])([OH:35])([OH:36])=[O:37]>>[F:1][c:2]1[c:3]([CH2:15][C:16](=[O:17])[c:18]2[cH:19][c:20]([C:31]([NH2:32])=[O:34])[n:21][n:22]2-[c:23]2[cH:24][cH:25][c:26]([O:29][CH3:30])[cH:27][cH:28]2)[cH:4][cH:5][c:6](-[n:8]2[c:9](=[O:14])[cH:10][cH:11][cH:12][cH:13]2)[cH:7]1. The reactants are O=C([O-])O, CCOC(C)=O, CCOC(=O)N1CCCNCC1, CCOCC, CO, CCOC(C)=O, Clc1nc2ccccc2[nH]1, [Na+]. Product: CCOC(=O)N1CCCN(c2nc3ccccc3[nH]2)CC1. RXN SMILES: [C:25](=[O:26])([OH:27])[O-:28].[C:30]([O:31][CH2:32][CH3:33])(=[O:34])[CH3:35].[CH2:1]([CH3:2])[O:3][C:4](=[O:5])[N:6]1[CH2:7][CH2:8][NH:9][CH2:10][CH2:11][CH2:12]1.[CH2:36]([O:37][CH2:38][CH3:39])[CH3:40].[CH3:23][OH:24].[CH3:41][CH2:42][O:43][C:44](=[O:45])[CH3:46].[Cl:13][c:14]1[nH:15][c:16]2[c:17]([n:18]1)[cH:19][cH:20][cH:21][cH:22]2.[Na+:29]>>[CH2:1]([CH3:2])[O:3][C:4](=[O:5])[N:6]1[CH2:7][CH2:8][N:9]([c:14]2[n:15][c:16]3[c:17]([nH:18]2)[cH:19][cH:20][cH:21][cH:22]3)[CH2:10][CH2:11][CH2:12]1. The reactants are ClC1=C(C=C(C=C1)Cl)C1=CC=NC=2N1N=C(C2C(=O)N)C (7-(2,5-dichlorophenyl)-2methylpyrazolo(1,5-a)pyrimidine-3-carboxamide), C(#N)[BH3-].[Na+] (sodium cyanoborohydride). Run in C(C)(=O)O (acetic acid). Conditions: time 3 hour. Yields the product ClC1=C(C=C(C=C1)Cl)C1=CCNC=2N1N=C(C2C(=O)N)C (7-(2,5-Dichlorophenyl)-4,5-dihydro-2-methylpyrazolo(1,5-a)pyrimidine-3-carboxamide). RXN SMILES: [Cl:1][C:2]1[CH:7]=[CH:6][C:5]([Cl:8])=[CH:4][C:3]=1[C:9]1[N:14]2[N:15]=[C:16]([CH3:21])[C:17]([C:18]([NH2:20])=[O:19])=[C:13]2[N:12]=[CH:11][CH:10]=1.C([BH3-])#N.[Na+]>C(O)(=O)C>[Cl:1][C:2]1[CH:7]=[CH:6][C:5]([Cl:8])=[CH:4][C:3]=1[C:9]1[N:14]2[N:15]=[C:16]([CH3:21])[C:17]([C:18]([NH2:20])=[O:19])=[C:13]2[NH:12][CH2:11][CH:10]=1 |f:1.2|. Procedure details: A 3.21 g portion of 7-(2,5-dichlorophenyl)-2methylpyrazolo(1,5-a)pyrimidine-3-carboxamide (Example 2) is suspended in 150 ml of glacial acetic acid and stirred under nitrogen at room temperature. Then 1.5 g of sodium cyanoborohydride is added in portions and stirring is continued for 3 hours. The reaction mixture is evaporated to dryness in vacuo and when water is added to the residue a white precipitate forms. This solid is collected and dissolved in dichloromethane, and this solution is washed... Starting materials: O=S(=O)(Nc1ncc(Sc2ccc(S(=O)(=O)N3CCCCC3)cc2)c(O)n1)c1ccc(Cl)cc1Cl, O=P(Cl)(Cl)Cl. The product is O=S(=O)(Nc1ncc(Sc2ccc(S(=O)(=O)N3CCCCC3)cc2)c(Cl)n1)c1ccc(Cl)cc1Cl. RXN SMILES: [Cl:1][c:2]1[c:3]([S:9](=[O:10])(=[O:11])[NH:12][c:13]2[n:14][cH:15][c:16]([S:20][c:21]3[cH:22][cH:23][c:24]([S:27](=[O:28])(=[O:29])[N:30]4[CH2:31][CH2:32][CH2:33][CH2:34][CH2:35]4)[cH:25][cH:26]3)[c:17]([OH:19])[n:18]2)[cH:4][cH:5][c:6]([Cl:8])[cH:7]1.[P:36]([Cl:37])([Cl:38])([Cl:39])=[O:40]>>[Cl:1][c:2]1[c:3]([S:9](=[O:10])(=[O:11])[NH:12][c:13]2[n:14][cH:15][c:16]([S:20][c:21]3[cH:22][cH:23][c:24]([S:27](=[O:28])(=[O:29])[N:30]4[CH2:31][CH2:32][CH2:33][CH2:34][CH2:35]4)[cH:25][cH:26]3)[c:17]([Cl:38])[n:18]2)[cH:4][cH:5][c:6]([Cl:8])[cH:7]1. Starting materials: S(O)(O)(=O)=O (sulfuric acid), OC1CC(CCC2=C1C=CC=C2)N (5ξ-hydroxy-7-amino-6,7,8,9-tetrahydro [5 H] benzocycloheptene), O1CCOCC1 (dioxane). The solvent is O (water). Reaction conditions: temperature 20 celsius. Product: NC1CCC2=C(C=C1)C=CC=C2 (7-amino-6,7-dihydro [5H] benzocycloheptene). Isolated yield 59.6%. RXN SMILES: S(=O)(=O)(O)O.O[CH:7]1[C:13]2[CH:14]=[CH:15][CH:16]=[CH:17][C:12]=2[CH2:11][CH2:10][CH:9]([NH2:18])[CH2:8]1.O1CCOCC1>O>[NH2:18][CH:9]1[CH:8]=[CH:7][C:13]2[CH:14]=[CH:15][CH:16]=[CH:17][C:12]=2[CH2:11][CH2:10]1. Reported procedure: 12 ml of 18N sulfuric acid were added to a refluxing mixture of 5.6 g of the product of Step C and 60 ml of dioxane and the mixture was refluxed for 2 hours and then was cooled to 20° C. The mixture was poured into 300 ml of water and the neutral fraction was extracted with ether. The aqueous phase was made alkaline with sodium hydroxide addition and was extracted with ethyl acetate. The ethyl acetate extracts were washed with aqueous sodium chloride solution, dried, filtered and evaporated to d... Starting materials: [Br-], C1CN(CC2CC2)CCN1, O=C(Cl)Oc1ccc(Oc2ccc(C(F)(F)F)cc2)cc1, [K+]. Yields the product O=C(Oc1ccc(Oc2ccc(C(F)(F)F)cc2)cc1)N1CCN(CC2CC2)CC1, Cl. RXN SMILES: [Br-:32].[CH:22]1([CH2:25][N:26]2[CH2:27][CH2:28][NH:29][CH2:30][CH2:31]2)[CH2:23][CH2:24]1.[Cl:1][C:2](=[O:3])[O:4][c:5]1[cH:6][cH:7][c:8]([O:11][c:12]2[cH:13][cH:14][c:15]([C:18]([F:19])([F:20])[F:21])[cH:16][cH:17]2)[cH:9][cH:10]1.[K+:33]>>[C:2](=[O:3])([O:4][c:5]1[cH:6][cH:7][c:8]([O:11][c:12]2[cH:13][cH:14][c:15]([C:18]([F:19])([F:20])[F:21])[cH:16][cH:17]2)[cH:9][cH:10]1)[N:29]1[CH2:28][CH2:27][N:26]([CH2:25][CH:22]2[CH2:23][CH2:24]2)[CH2:31][CH2:30]1.[ClH:1]. Reactants: CCO, CC(=O)[O-], CC(C)(C)OC(=O)Nc1nc(Cl)ccc1C=O, Cl, NO, [Na+], O. Yields the product CC(C)(C)OC(=O)Nc1nc(Cl)ccc1C=NO. Reaction SMILES: [CH3:18][CH2:19][OH:20].[CH3:22][C:23](=[O:24])[O-:25].[Cl:1][c:2]1[cH:3][cH:4][c:5]([CH:16]=[O:17])[c:6]([NH:8][C:9]([O:10][C:11]([CH3:12])([CH3:13])[CH3:14])=[O:15])[n:7]1.[ClH:26].[NH2:27][OH:28].[Na+:21].[OH2:29]>>[Cl:1][c:2]1[cH:3][cH:4][c:5]([CH:16]=[N:27][OH:28])[c:6]([NH:8][C:9]([O:10][C:11]([CH3:12])([CH3:13])[CH3:14])=[O:15])[n:7]1. Reactants: COc1cc(NC(=O)C(=O)NC(C)(C)Cc2ccncc2)ccc1-c1cnco1, CCOC(C)=O, ClCCl, O=C(OO)c1cccc(Cl)c1. Product: COc1cc(NC(=O)C(=O)NC(C)(C)Cc2cc[n+]([O-])cc2)ccc1-c1cnco1. Reaction SMILES: [CH3:12][O:13][c:14]1[cH:15][c:16]([NH:25][C:26]([C:27](=[O:28])[NH:29][C:30]([CH2:31][c:32]2[cH:33][cH:34][n:35][cH:36][cH:37]2)([CH3:38])[CH3:39])=[O:40])[cH:17][cH:18][c:19]1-[c:20]1[cH:21][n:22][cH:23][o:24]1.[CH3:44][CH2:45][O:46][C:47](=[O:48])[CH3:49].[Cl:41][CH2:42][Cl:43].[OH:1][O:2][C:3]([c:4]1[cH:5][c:6]([Cl:7])[cH:8][cH:9][cH:10]1)=[O:11]>>[O-:1][n+:35]1[cH:34][cH:33][c:32]([CH2:31][C:30]([NH:29][C:27]([C:26]([NH:25][c:16]2[cH:15][c:14]([O:13][CH3:12])[c:19](-[c:20]3[cH:21][n:22][cH:23][o:24]3)[cH:18][cH:17]2)=[O:40])=[O:28])([CH3:38])[CH3:39])[cH:37][cH:36]1.